From a dataset of the Open Reaction Database (ORD), a public repository of structured organic reaction records. describe an organic reaction: reactants, conditions, products, and yield Starting materials: CC1=C(C(=NO1)C1=CC=CC=C1)C1=NN=C(O1)C1=CC2=C(NC(N2)=O)C=C1 (5-[5-(5-Methyl-3-phenyl-isoxazol-4-yl)-[1,3,4]oxadiazol-2-yl]-1,3-dihydro-benzoimidazol-2-one), CN(C)C=O (DMF), IC (iodomethane), C[Si](C)(C)[N-][Si](C)(C)C.[K+] (potassium bis(trimethylsilyl)amide), CN(C)C=O (DMF), IC (iodomethane), C[Si](C)(C)[N-][Si](C)(C)C.[K+] (potassium bis(trimethylsilyl)amide), IC (iodomethane). Run in C(C)(=O)OCC (ethyl acetate). Conditions: time 18 hour. Product: CN1C(N(C2=C1C=CC(=C2)C=2OC(=NN2)C=2C(=NOC2C)C2=CC=CC=C2)C)=O (1,3-Dimethyl-5-[5-(5-methyl-3-phenyl-isoxazol-4-yl)-[1,3,4]oxadiazol-2-yl]-1,3-dihydro-benzoimidazol-2-one). The yield is 13.0%. RXN SMILES: [CH3:1][C:2]1[O:6][N:5]=[C:4]([C:7]2[CH:12]=[CH:11][CH:10]=[CH:9][CH:8]=2)[C:3]=1[C:13]1[O:17][C:16]([C:18]2[CH:27]=[CH:26]C3N[C:23](=O)[NH:24][C:20]=3[CH:19]=2)=[N:15][N:14]=1.IC.C[Si]([N-][Si](C)(C)C)(C)C.[K+].[CH3:40][N:41]([CH:43]=[O:44])[CH3:42]>C(OCC)(=O)C>[CH3:40][N:41]1[C:42]2[CH:26]=[CH:27][C:18]([C:16]3[O:17][C:13]([C:3]4[C:4]([C:7]5[CH:12]=[CH:11][CH:10]=[CH:9][CH:8]=5)=[N:5][O:6][C:2]=4[CH3:1])=[N:14][N:15]=3)=[CH:19][C:20]=2[N:24]([CH3:23])[C:43]1=[O:44] |f:2.3|. Reported procedure: 5-[5-(5-Methyl-3-phenyl-isoxazol-4-yl)-[1,3,4]oxadiazol-2-yl]-1,3-dihydro-benzoimidazol-2-one (200 mg, 0.56 mmol) was heated in DMF (2 mL) until the suspension turned into solution. After the solution was cooled to ambient temperature iodomethane (38 μL, 0.61 mmol) was added and stirred for 18 h at this temperature. The resulting suspension was diluted with DMF (2 mL) and warmed until the reaction mixture became homogeneous. A solution of potassium bis(trimethylsilyl)amide (0.91 M in THF, 673 μL... Reactants: NC1=C(C(=O)OC)C=C(C=C1)C(=O)C1=C(C(=C2C=CC=CN12)OCC1=CC(=CC=C1)OCC(=O)OC(C)(C)C)C (methyl 2-amino-5-[(1-{[3-(2-tert-butoxy-2-oxoethoxy)benzyl]oxy}-2-methylindolizin-3-yl)carbonyl]benzoate), C([O-])(O)=O.[Na+] (sodium bicarbonate). Solvent: FC(C(=O)O)(F)F (trifluoroacetic acid), ClCCl (dichloromethane). The product is NC1=C(C=C(C(=O)C2=C(C(=C3C=CC=CN23)OCC=2C=C(OCC(=O)O)C=CC2)C)C=C1)C(=O)OC ({3-[({3-[4-Amino-3-(methoxycarbonyl)-benzoyl]-2-methylindolizin-1-yl}oxy)methyl]phenoxy}acetic acid). The yield is 88.3%. RXN SMILES: [NH2:1][C:2]1[CH:11]=[CH:10][C:9]([C:12]([C:14]2[N:22]3[C:17]([CH:18]=[CH:19][CH:20]=[CH:21]3)=[C:16]([O:23][CH2:24][C:25]3[CH:30]=[CH:29][CH:28]=[C:27]([O:31][CH2:32][C:33]([O:35]C(C)(C)C)=[O:34])[CH:26]=3)[C:15]=2[CH3:40])=[O:13])=[CH:8][C:3]=1[C:4]([O:6][CH3:7])=[O:5].C(=O)(O)[O-].[Na+]>FC(F)(F)C(O)=O.ClCCl>[NH2:1][C:2]1[CH:11]=[CH:10][C:9]([C:12]([C:14]2[N:22]3[C:17]([CH:18]=[CH:19][CH:20]=[CH:21]3)=[C:16]([O:23][CH2:24][C:25]3[CH:26]=[C:27]([CH:28]=[CH:29][CH:30]=3)[O:31][CH2:32][C:33]([OH:35])=[O:34])[C:15]=2[CH3:40])=[O:13])=[CH:8][C:3]=1[C:4]([O:6][CH3:7])=[O:5] |f:1.2|. Procedure: The solution of 0.87 g (1.60 mmol) of methyl 2-amino-5-[(1-{[3-(2-tert-butoxy-2-oxoethoxy)benzyl]oxy}-2-methylindolizin-3-yl)carbonyl]benzoate in 3.0 ml of trifluoroacetic acid and 16 ml of dichloromethane at ambient temperature is stirred for 4 hours at ambient temperature. The reaction medium is poured into a saturated aqueous solution of sodium bicarbonate and the mixture is washed with ethyl acetate. The aqueous phase is acidified with a saturated aqueous solution of potassium hydrogen sulph... Starting materials: COC(C(C1=CC=C(C=C1)OCCOC1=C(C=CC=C1)F)=O)=O (4-[[2-(2-fiuorophenoxy)ethyl]oxy]-alpha-oxobenzeneacetic acid methyl ester). Run in CO (methanol), [OH-].[Na+] (sodium hydroxide). Product: FC1=C(OCCOC2=CC=C(C=C2)C(C(=O)O)=O)C=CC=C1 (4-[[2-(2-fluorophenoxy)ethyl]oxy]-alpha-oxobenzeneacetic acid). Isolated yield 95.9%. RXN SMILES: C[O:2][C:3](=[O:23])[C:4](=[O:22])[C:5]1[CH:10]=[CH:9][C:8]([O:11][CH2:12][CH2:13][O:14][C:15]2[CH:20]=[CH:19][CH:18]=[CH:17][C:16]=2[F:21])=[CH:7][CH:6]=1>CO.[OH-].[Na+]>[F:21][C:16]1[CH:17]=[CH:18][CH:19]=[CH:20][C:15]=1[O:14][CH2:13][CH2:12][O:11][C:8]1[CH:7]=[CH:6][C:5]([C:4](=[O:22])[C:3]([OH:23])=[O:2])=[CH:10][CH:9]=1 |f:2.3|. Procedure: A mixture of 4-[[2-(2-fiuorophenoxy)ethyl]oxy]-alpha-oxobenzeneacetic acid methyl ester (0.6 g) in methanol (20 mL) and 0.5N sodium hydroxide (8 mL) was treated as in Example 19. Extraction provided solids which were crystallized from diethyl ether-hexane to give 0.55 g of colorless 4-[[2-(2-fluorophenoxy)ethyl]oxy]-alpha-oxobenzeneacetic acid, mp 108°-110° C. The reactants are CC#N, O=C(OO)c1cccc(Cl)c1, ClCCl, Cc1cnc(CSc2nc3cc(OC(F)(F)C(F)F)ccc3[nH]2)c(Cl)c1N1CCCCC1, N. Yields the product Cc1cnc(CS(=O)c2nc3cc(OC(F)(F)C(F)F)ccc3[nH]2)c(Cl)c1N1CCCCC1. Reaction SMILES: [CH3:45][C:46]#[N:47].[Cl:1][c:2]1[cH:3][cH:4][cH:5][c:6]([C:7]([O:8][OH:10])=[O:9])[cH:11]1.[Cl:48][CH2:49][Cl:50].[N:12]1([c:18]2[c:19]([Cl:43])[c:20]([CH2:25][S:26][c:27]3[n:28][c:29]4[c:30]([nH:31]3)[cH:32][cH:33][c:34]([O:36][C:37]([CH:38]([F:39])[F:40])([F:41])[F:42])[cH:35]4)[n:21][cH:22][c:23]2[CH3:24])[CH2:13][CH2:14][CH2:15][CH2:16][CH2:17]1.[NH3:44]>>[O:9]=[S:26]([CH2:25][c:20]1[c:19]([Cl:43])[c:18]([N:12]2[CH2:13][CH2:14][CH2:15][CH2:16][CH2:17]2)[c:23]([CH3:24])[cH:22][n:21]1)[c:27]1[n:28][c:29]2[c:30]([nH:31]1)[cH:32][cH:33][c:34]([O:36][C:37]([CH:38]([F:39])[F:40])([F:41])[F:42])[cH:35]2. Reactants: BrC1=C(C(=C(C#N)C=C1)F)C (4-Bromo-2-fluoro-3-methylbenzonitrile), mixture, C(=O)(C(F)(F)F)O.S(O)(O)(=O)=O (TFA sulfuric acid). Solvent: O (water). Yields the product BrC1=C(C(=C(C(=O)N)C=C1)F)C (4-Bromo-2-fluoro-3-methylbenzamide). Isolated yield 94.0%. Reaction SMILES: [Br:1][C:2]1[CH:9]=[CH:8][C:5]([C:6]#[N:7])=[C:4]([F:10])[C:3]=1[CH3:11].C(O)(C(F)(F)F)=[O:13].S(=O)(=O)(O)O>O>[Br:1][C:2]1[CH:9]=[CH:8][C:5]([C:6]([NH2:7])=[O:13])=[C:4]([F:10])[C:3]=1[CH3:11] |f:1.2|. Reported procedure: 4-Bromo-2-fluoro-3-methylbenzonitrile (11 g, 51.4 mmol) in a 100 mL mixture of TFA-sulfuric acid (4:1, V/V) was stirred at 40° C. for 16 h. After complete conversion of starting material, the reaction mixture was poured into iced-cold water. The resulting solid was filtered off and washed with water and dried to give the desired product (11.24 g, 48.4 mmol, 94% yield) as a white solid. MS (ESI) m/z 234.1 [M+2]+. Reactants: CC#N, Clc1cncc(Cl)n1, ClCCl, [K+], [K+], NCc1ccccc1, O=C([O-])[O-]. The product is Clc1cncc(NCc2ccccc2)n1. Reaction SMILES: [CH3:23][C:24]#[N:25].[Cl:1][c:2]1[n:3][c:4]([Cl:8])[cH:5][n:6][cH:7]1.[Cl:26][CH2:27][Cl:28].[K+:17].[K+:18].[NH2:9][CH2:10][c:11]1[cH:12][cH:13][cH:14][cH:15][cH:16]1.[O-:19][C:20]([O-:21])=[O:22]>>[c:2]1([NH:9][CH2:10][c:11]2[cH:12][cH:13][cH:14][cH:15][cH:16]2)[n:3][c:4]([Cl:8])[cH:5][n:6][cH:7]1.